describe an organic reaction: reactants, conditions, products, and yield From a dataset of the Open Reaction Database (ORD), a public repository of structured organic reaction records. Starting materials: solution, ( 12h ), BrC1=CC(=CO1)C=O (5-bromo-3-furaldehyde), BrCCCCCCCCCC (1-bromodecane), [Mg] (magnesium), C(C)(C)(C)[Li] (tert-butyl lithium), Cl[Si](C)(C)C (chlorotrimethylsilane). Solvent: CCCCC (pentane), O1CCCC1 (tetrahydrofuran), C1CCOC1 (THF). Conditions: time 8 hour. Yields the product OC(CCCCCCCCCC)C=1C=C(OC1)[Si](C)(C)C (4-(1-Hydroxyundecyl)-2-trimethylsilylfuran). As a reaction SMILES: Br[CH2:2][CH2:3][CH2:4][CH2:5][CH2:6][CH2:7][CH2:8][CH2:9][CH2:10][CH3:11].[Mg].Br[C:14]1[O:18][CH:17]=[C:16]([CH:19]=[O:20])[CH:15]=1.C([Li])(C)(C)C.Cl[Si:27]([CH3:30])([CH3:29])[CH3:28]>C1COCC1.CCCCC>[OH:20][CH:19]([C:16]1[CH:15]=[C:14]([Si:27]([CH3:30])([CH3:29])[CH3:28])[O:18][CH:17]=1)[CH2:2][CH2:3][CH2:4][CH2:5][CH2:6][CH2:7][CH2:8][CH2:9][CH2:10][CH3:11]. Reported procedure: A mixture of 1-bromodecane (2.83 g, 13 mmol) and magnesium turnings (322 mg, 13.5 mmol) in THF (10 ml) was refluxed under argon for 60 min. After cooling to 0°, a solution of 5-bromo-3-furaldehyde (2.24 g, 13 mmol) in tetrahydrofuran (3 ml) was added and conditions maintained for 20 min. The mixture was further cooled to -78° and tert-butyl lithium (a 1.7M solution in pentane; 9.04 ml, 15.4 mmol) was added dropwise, followed by chlorotrimethylsilane (4.88 ml, 38.4 mmol) after 20 min. Stirring wa... The reactants are C(#N)C1=CC=C(C=C1)S(=O)(=O)NC1CCC(CC1)C(=O)N1CCNCC1 (4-cyano-N-[4-(piperazine-1-carbonyl)-cyclohexyl]-benzenesulfonamide), C1(CC1)C=O (cyclopropanecarboxaldehyde), C(C)(=O)O (acetic acid), C(C)(=O)O[BH-](OC(C)=O)OC(C)=O.[Na+] (sodium triacetoxyborohydride). Run in C1CCOC1 (THF). Conditions: temperature 80 celsius, time 1 hour. The product is C(#N)C1=CC=C(C=C1)S(=O)(=O)N[C@@H]1CC[C@H](CC1)C(=O)N1CCN(CC1)CC1CC1 (trans-4-Cyano-N-[4-(4-cyclopropylmethyl-piperazine-1-carbonyl)-cyclohexyl]-benzenesulfonamide). Yield: 2.7%. RXN SMILES: [C:1]([C:3]1[CH:8]=[CH:7][C:6]([S:9]([NH:12][CH:13]2[CH2:18][CH2:17][CH:16]([C:19]([N:21]3[CH2:26][CH2:25][NH:24][CH2:23][CH2:22]3)=[O:20])[CH2:15][CH2:14]2)(=[O:11])=[O:10])=[CH:5][CH:4]=1)#[N:2].[CH:27]1([CH:30]=O)[CH2:29][CH2:28]1.C(O)(=O)C.C(O[BH-](OC(=O)C)OC(=O)C)(=O)C.[Na+]>C1COCC1>[C:1]([C:3]1[CH:4]=[CH:5][C:6]([S:9]([NH:12][C@H:13]2[CH2:18][CH2:17][C@H:16]([C:19]([N:21]3[CH2:26][CH2:25][N:24]([CH2:30][CH:27]4[CH2:29][CH2:28]4)[CH2:23][CH2:22]3)=[O:20])[CH2:15][CH2:14]2)(=[O:10])=[O:11])=[CH:7][CH:8]=1)#[N:2] |f:3.4|. Procedure: A mixture of 0.1 g (0.26 mmol) 4-cyano-N-[4-(piperazine-1-carbonyl)-cyclohexyl]-benzenesulfonamide, 0.022 g (0.31 mmol) cyclopropanecarboxaldehyde (commercially available), 0.159 g (2.65 mmol) acetic acid and 0.073 g (0.34 mmol) sodium triacetoxyborohydride in 1 mL THF was stirred at 80° C. for 1 h. The mixture was subjected to purification on preparative HPLC eluting with a gradient formed from acetonitrile and water. Evaporation of the product fractions yielded 3 mg (2.6%) of the title compoun... Reactants: C1(=CC=CC=C1)C (toluene), C(=O)[C@@H]1CC[C@H](CC1)C(=O)OCC (ethyl trans-4-formylcyclohexanecarboxylate), FC=1C=C(C=CC1OC(F)(F)F)O (3-fluoro-4-trifluromethoxyphenol), ClCCl (dichloromethane), solution, C1CCC(CC1)N=C=NC2CCCCC2 (DCC), ClCCl (dichloromethane). The reagents and catalysts are CN(C)C=1C=CN=CC1 (DMAP). Conditions: time 12 hour. Yields the product C(CCCC)[C@@H]1CC[C@H](CC1)/C=C/[C@@H]1CC[C@H](CC1)C(=O)O ((E)-trans-4-(2-(trans-4-pentylcyclohexyl)vinyl)cyclohexanecarboxylic acid), C(CCCC)[C@@H]1CC[C@H](CC1)/C=C/[C@@H]1CC[C@H](CC1)C(=O)OC1=CC(=C(C=C1)OC(F)(F)F)F ((E)-3-fluoro-4-trifluoromethoxyphenyl trans-4-(2-(trans-4-pentylcyclohexyl)vinyl)cyclohexanecarboxylate). As a reaction SMILES: [CH:1]([C@H:3]1[CH2:8][CH2:7][C@H:6]([C:9]([O:11][CH2:12][CH3:13])=[O:10])[CH2:5][CH2:4]1)=O.[F:14][C:15]1[CH:16]=[C:17](O)[CH:18]=[CH:19][C:20]=1[O:21][C:22]([F:25])([F:24])[F:23].[CH2:27]1[CH2:32][CH2:31]C(N=C=N[CH:36]2[CH2:41][CH2:40][CH2:39][CH2:38][CH2:37]2)[CH2:29][CH2:28]1.[C:42]1(C)[CH:47]=[CH:46]C=[CH:44][CH:43]=1.Cl[CH2:50]Cl>CN(C1C=CN=CC=1)C>[CH2:29]([C@H:20]1[CH2:19][CH2:18][C@H:17](/[CH:42]=[CH:1]/[C@H:3]2[CH2:4][CH2:5][C@H:6]([C:9]([OH:11])=[O:10])[CH2:7][CH2:8]2)[CH2:16][CH2:15]1)[CH2:28][CH2:27][CH2:32][CH3:31].[CH2:44]([C@H:36]1[CH2:37][CH2:38][C@H:39](/[CH:50]=[CH:1]/[C@H:3]2[CH2:8][CH2:7][C@H:6]([C:9]([O:11][C:12]3[CH:13]=[CH:19][C:20]([O:21][C:22]([F:23])([F:24])[F:25])=[C:15]([F:14])[CH:16]=3)=[O:10])[CH2:5][CH2:4]2)[CH2:40][CH2:41]1)[CH2:43][CH2:42][CH2:47][CH3:46]. Reported procedure: The (E)-trans-4-(2-(trans-4-pentylcyclohexyl)vinyl)cyclohexanecarboxylic acid, which was prepared by the same manner as in the first step of Example 1 with the exception that ethyl trans-4-formylcyclohexanecarboxylate was used in place of 4-cyanobenzaldehyde, in an amount of 1.1 g (3.6 mmol) was mixed with 0.8 g (3.9 mmol) of 3-fluoro-4-trifluromethoxyphenol, 0.1 g (1.1 mmol) of DMAP, and 20 ml of dichloromethane. To this mixture was added dropwise 4 ml of solution of 1.0 g (4.7 mmol) of DCC in ... RXN SMILES: [C:29]([CH3:30])([CH3:31])([CH3:32])[O:33][C:34](=[O:35])[N:36]1[CH2:37][C:38](=[O:42])[NH:39][CH2:40][CH2:41]1.[Cu:43]([I:44])[I:45].[I:17][c:18]1[c:19]([CH2:24][CH2:25][CH:26]([CH3:27])[CH3:28])[cH:20][cH:21][cH:22][cH:23]1.[K+:6].[K+:7].[K+:8].[NH2:9][CH:10]1[CH2:11][CH2:12][CH2:13][CH2:14][CH:15]1[NH2:16].[P:1]([O-:2])([O-:3])([O-:4])=[O:5]>>[c:18]1([N:39]2[C:38](=[O:42])[CH2:37][N:36]([C:34]([O:33][C:29]([CH3:30])([CH3:31])[CH3:32])=[O:35])[CH2:41][CH2:40]2)[c:19]([CH2:24][CH2:25][CH:26]([CH3:27])[CH3:28])[cH:20][cH:21][cH:22][cH:23]1. The product is CC(C)CCc1ccccc1N1CCN(C(=O)OC(C)(C)C)CC1=O. Starting materials: CC(C)(C)OC(=O)N1CCNC(=O)C1, I[Cu]I, CC(C)CCc1ccccc1I, [K+], [K+], [K+], NC1CCCCC1N, O=P([O-])([O-])[O-].